Dataset: the Open Reaction Database (ORD), a public repository of structured organic reaction records. Task: describe an organic reaction: reactants, conditions, products, and yield The solvent is C(C)(=O)OCC.CO.C(C)N(CC)CC (ethyl acetate methanol triethylamine). Product: C(C1=CC=CC=C1)OC(CCCCCNCC(C1=CC=CC=C1)O)=O (Benzyl[6-(2-hydroxy-2-phenylethylamino)]hexanoate). Reaction SMILES: O1CCCC1.Br[CH2:7][CH2:8][CH2:9][CH2:10][CH2:11][C:12]([O:14][CH2:15][C:16]1[CH:21]=[CH:20][CH:19]=[CH:18][CH:17]=1)=[O:13].[NH2:22][CH2:23][CH:24]([C:26]1[CH:31]=[CH:30][CH:29]=[CH:28][CH:27]=1)[OH:25]>C(OCC)(=O)C.CO.C(N(CC)CC)C>[CH2:15]([O:14][C:12](=[O:13])[CH2:11][CH2:10][CH2:9][CH2:8][CH2:7][NH:22][CH2:23][CH:24]([OH:25])[C:26]1[CH:31]=[CH:30][CH:29]=[CH:28][CH:27]=1)[C:16]1[CH:21]=[CH:20][CH:19]=[CH:18][CH:17]=1 |f:3.4.5|. Procedure details: According to method I (tetrahydrofuran, reflux 4 days) from benzyl 6-bromohexanoate and 2-amino-1-phenylethanol. Working up by means of chromatography (ethyl acetate/methanol/triethylamine 3:1:0.1). Melting point: 77°-78° C. The reactants are O1CCCC1 (tetrahydrofuran), BrCCCCCC(=O)OCC1=CC=CC=C1 (benzyl 6-bromohexanoate), NCC(O)C1=CC=CC=C1 (2-amino-1-phenylethanol). Reactants: Cc1c[nH]c2nc(S)[nH]c(=O)c12, CO, O=C(c1ccc(Cl)cc1)c1cccc(CBr)c1. Yields the product Cc1c[nH]c2nc(SCc3cccc(C(=O)c4ccc(Cl)cc4)c3)[nH]c(=O)c12. As a reaction SMILES: [CH3:1][c:2]1[cH:3][nH:4][c:5]2[n:6][c:7]([SH:12])[nH:8][c:9](=[O:11])[c:10]12.[CH3:30][OH:31].[Cl:13][c:14]1[cH:15][cH:16][c:17]([C:18](=[O:19])[c:20]2[cH:21][c:22]([CH2:23][Br:24])[cH:25][cH:26][cH:27]2)[cH:28][cH:29]1>>[CH3:1][c:2]1[cH:3][nH:4][c:5]2[n:6][c:7]([S:12][CH2:23][c:22]3[cH:21][c:20]([C:18]([c:17]4[cH:16][cH:15][c:14]([Cl:13])[cH:29][cH:28]4)=[O:19])[cH:27][cH:26][cH:25]3)[nH:8][c:9](=[O:11])[c:10]12. Reactants: BrC1=C2C=C(C(=C(C2=CC=C1)C1=CC=C(C=C1)Cl)C(C(=O)OCC)OC(C)(C)C)C (ethyl 2-(5-bromo-1-(4-chlorophenyl)-3-methylnaphthalen-2-yl)-2-tert-butoxyacetate), FC=1C=C2CC(CC(C2=CC1)=O)C (6-fluoro-3-methyl-3,4-dihydronaphthalen-1(2H)-one). Yields the product C(C)(C)(C)OC(C(=O)O)C1=C(C2=CC=C(C=C2C=C1C)F)C1=CC=C(C=C1)Cl (2-tert-butoxy-2-(1-(4-chlorophenyl)-6-fluoro-3-methylnaphthalen-2-yl)acetic acid). As a reaction SMILES: Br[C:2]1[CH:11]=[CH:10][CH:9]=[C:8]2[C:3]=1[CH:4]=[C:5]([CH3:30])[C:6]([CH:19]([O:25][C:26]([CH3:29])([CH3:28])[CH3:27])[C:20]([O:22]CC)=[O:21])=[C:7]2[C:12]1[CH:17]=[CH:16][C:15]([Cl:18])=[CH:14][CH:13]=1.[F:31]C1C=C2C(=CC=1)C(=O)CC(C)C2>>[C:26]([O:25][CH:19]([C:6]1[C:5]([CH3:30])=[CH:4][C:3]2[C:8](=[CH:9][CH:10]=[C:11]([F:31])[CH:2]=2)[C:7]=1[C:12]1[CH:13]=[CH:14][C:15]([Cl:18])=[CH:16][CH:17]=1)[C:20]([OH:22])=[O:21])([CH3:28])([CH3:29])[CH3:27]. Procedure: 2-tert-Butoxy-2-(1-(4-chlorophenyl)-6-fluoro-3-methylnaphthalen-2-yl)acetic acid (42) was prepared similarly to 2-(5-bromo-1-(4-chlorophenyl)-3-methylnaphthalen-2-yl)-2-tert-butoxyacetic acid of Example 35, using 6-fluoro-3-methyl-3,4-dihydronaphthalen-1(2H)-one instead of 5-bromo-3-methyl-3,4-dihydronaphthalen-1(2H)-one. 1H-NMR: 400 MHz, (CD3OD) δ: 7.67 (s, 1H), 7.57 (s, 2H), 7.55 (as, 1H), 7.45 (dd, J=9.8, 2.8 Hz, 1H), 7.32 (d, J=8.4 Hz, 1H), 7.27 (dd, J=9.4, 5.2 Hz, 1H), 7.11 (td, J=9.0, 2.4 ... The product is COc1ccccc1CC(=O)N1CC2C(C1)C(O)(c1ccccc1OC)CCC2(C)C. The reactants are [Br-], COc1ccccc1CC(=O)N1CC2C(=O)CCC(C)(C)C2C1, COc1ccccc1[Mg+], CCOC(C)=O, [Ce+3], [Cl-], [Cl-], [Cl-], [Cl-], [NH4+], C1CCOC1. Reaction SMILES: [Br-:1].[CH3:11][C:12]1([CH3:33])[CH2:13][CH2:14][C:15](=[O:32])[CH:16]2[CH2:17][N:18]([C:21]([CH2:22][c:23]3[c:24]([O:29][CH3:30])[cH:25][cH:26][cH:27][cH:28]3)=[O:31])[CH2:19][CH:20]12.[CH3:2][O:3][c:4]1[c:5]([Mg+:10])[cH:6][cH:7][cH:8][cH:9]1.[CH3:45][CH2:46][O:47][C:48](=[O:49])[CH3:50].[Ce+3:35].[Cl-:34].[Cl-:36].[Cl-:37].[Cl-:38].[NH4+:39].[O:40]1[CH2:41][CH2:42][CH2:43][CH2:44]1>>[CH3:2][O:3][c:4]1[c:5]([C:15]2([OH:32])[CH2:14][CH2:13][C:12]([CH3:11])([CH3:33])[CH:20]3[CH:16]2[CH2:17][N:18]([C:21]([CH2:22][c:23]2[c:24]([O:29][CH3:30])[cH:25][cH:26][cH:27][cH:28]2)=[O:31])[CH2:19]3)[cH:6][cH:7][cH:8][cH:9]1. Starting materials: COc1cc(CC(=O)O)ccc1NC(=O)Nc1ccccc1C, CCOC(C)=O, COC(=O)c1ccc(OCC2CCCN2)cc1C(=O)OC, CN(C)C=O. Product: COC(=O)c1ccc(OCC2CCCN2C(=O)Cc2ccc(NC(=O)Nc3ccccc3C)c(OC)c2)cc1C(=O)OC. As a reaction SMILES: [CH3:22][O:23][c:24]1[cH:25][c:26]([CH2:41][C:42](=[O:43])[OH:44])[cH:27][cH:28][c:29]1[NH:30][C:31](=[O:32])[NH:33][c:34]1[c:35]([CH3:40])[cH:36][cH:37][cH:38][cH:39]1.[CH3:50][CH2:51][O:52][C:53]([CH3:54])=[O:55].[NH:1]1[CH:2]([CH2:6][O:7][c:8]2[cH:9][c:10]([C:18](=[O:19])[O:20][CH3:21])[c:11]([C:12](=[O:13])[O:14][CH3:15])[cH:16][cH:17]2)[CH2:3][CH2:4][CH2:5]1.[O:45]=[CH:46][N:47]([CH3:48])[CH3:49]>>[N:1]1([C:42]([CH2:41][c:26]2[cH:25][c:24]([O:23][CH3:22])[c:29]([NH:30][C:31](=[O:32])[NH:33][c:34]3[c:35]([CH3:40])[cH:36][cH:37][cH:38][cH:39]3)[cH:28][cH:27]2)=[O:43])[CH:2]([CH2:6][O:7][c:8]2[cH:9][c:10]([C:18](=[O:19])[O:20][CH3:21])[c:11]([C:12](=[O:13])[O:14][CH3:15])[cH:16][cH:17]2)[CH2:3][CH2:4][CH2:5]1. Reactants: B, CCCCCCCCCCCCCCCC(=O)Nc1cc(C(=O)OCC)n(C)c1, O=C([O-])O, Cl, [Na+], C1CCOC1. RXN SMILES: [BH3:30].[C:1]([CH2:2][CH2:3][CH2:4][CH2:5][CH2:6][CH2:7][CH2:8][CH2:9][CH2:10][CH2:11][CH2:12][CH2:13][CH2:14][CH2:15][CH3:16])(=[O:17])[NH:18][c:19]1[cH:20][c:21]([C:25](=[O:26])[O:27][CH2:28][CH3:29])[n:22]([CH3:24])[cH:23]1.[C:32](=[O:33])([OH:34])[O-:35].[ClH:31].[Na+:36].[O:37]1[CH2:38][CH2:39][CH2:40][CH2:41]1>>[CH2:1]([CH2:2][CH2:3][CH2:4][CH2:5][CH2:6][CH2:7][CH2:8][CH2:9][CH2:10][CH2:11][CH2:12][CH2:13][CH2:14][CH2:15][CH3:16])[NH:18][c:19]1[cH:20][c:21]([C:25](=[O:26])[O:27][CH2:28][CH3:29])[n:22]([CH3:24])[cH:23]1. Yields the product CCCCCCCCCCCCCCCCNc1cc(C(=O)OCC)n(C)c1.